Dataset: the Open Reaction Database (ORD), a public repository of structured organic reaction records. Task: describe an organic reaction: reactants, conditions, products, and yield Reactants: [N+](=O)([O-])C1=C(C(=CC=C1)C(=O)NC1=CC=CC=C1)O (2-nitro-6-phenylaminocarbonylphenol). Reagents/catalysts: [Pd] (Pd/C). Solvent: CO (methanol). Yields the product NC1=C(C(=CC=C1)C(=O)NC1=CC=CC=C1)O (2-amino-6-phenylaminocarbonylphenol). The yield is 87.6%. Reaction SMILES: [N+:1]([C:4]1[CH:9]=[CH:8][CH:7]=[C:6]([C:10]([NH:12][C:13]2[CH:18]=[CH:17][CH:16]=[CH:15][CH:14]=2)=[O:11])[C:5]=1[OH:19])([O-])=O>CO.[Pd]>[NH2:1][C:4]1[CH:9]=[CH:8][CH:7]=[C:6]([C:10]([NH:12][C:13]2[CH:14]=[CH:15][CH:16]=[CH:17][CH:18]=2)=[O:11])[C:5]=1[OH:19]. Procedure details: To a solution of 2-nitro-6-phenylaminocarbonylphenol (1 g, 4.0 mmol) in methanol(250 mL) was added 10% Pd/C (100 mg). The mixture was flushed with argon, then hydrogen was bubbled through the solution for 10 min. and a hydrogen atmosphere was maintained at balloon pressure overnight. The mixture was filtered through celite and the celite was washed with methanol. The solvent was evaporated and chromatography of the resulting solid on silica gel (5% MeOH/CH2Cl2) gave the desired product(800 mg, 9...